Dataset: the Open Reaction Database (ORD), a public repository of structured organic reaction records. Task: describe an organic reaction: reactants, conditions, products, and yield Product: CC(C)(C)OC(=O)N1CC(C#N)(CF)C1. The reactants are FCBr, CC(C)(C)OC(=O)N1CC(C#N)C1, C1CCOC1, [Li]CCCC, CC(C)NC(C)C. Reaction SMILES: [Br:26][CH2:27][F:28].[C:13](#[N:14])[CH:15]1[CH2:16][N:17]([C:19](=[O:20])[O:21][C:22]([CH3:23])([CH3:24])[CH3:25])[CH2:18]1.[CH2:29]1[O:30][CH2:31][CH2:32][CH2:33]1.[CH3:8][CH2:9][CH2:10][CH2:11][Li:12].[CH:1]([NH:2][CH:3]([CH3:4])[CH3:5])([CH3:6])[CH3:7]>>[C:13](#[N:14])[C:15]1([CH2:27][F:28])[CH2:16][N:17]([C:19](=[O:20])[O:21][C:22]([CH3:23])([CH3:24])[CH3:25])[CH2:18]1.